Task: describe an organic reaction: reactants, conditions, products, and yield. Dataset: the Open Reaction Database (ORD), a public repository of structured organic reaction records The yield is 66050.8%. As a reaction SMILES: [CH2:1]([N:3]1[C:7]([O:8][CH3:9])=[CH:6][C:5]([C:10]([F:13])([F:12])[F:11])=[N:4]1)[CH3:2].S(=O)(=O)(O)O.[N+:19]([O-])([OH:21])=[O:20]>O.[OH-].[Na+]>[CH2:1]([N:3]1[C:7]([O:8][CH3:9])=[C:6]([N+:19]([O-:21])=[O:20])[C:5]([C:10]([F:11])([F:13])[F:12])=[N:4]1)[CH3:2] |f:4.5|. Product: C(C)N1N=C(C(=C1OC)[N+](=O)[O-])C(F)(F)F (1-Ethyl-5-methoxy-4-nitro-3-(trifluoromethyl)pyrazole). Procedure: 1-Ethyl-5-methoxy-3-(trifluoromethyl)pyrazole (15.2 g, 0.0785 mmol) was added dropwise with stirring and cooling at about 0° C. to 150 mL of concentrated sulfuric acid and then 10.5 mL of 70 percent nitric acid (0.235 mmol) was added, also dropwise with stirring at about 0° C. The mixture was then allowed to warm to ambient temperature and stir overnight. An aliquot was removed, neutralized to a pH of about 11, extracted with dichloromethane, and analyzed by gas chromatography. Since there was s... The reactants are C(C)N1N=C(C=C1OC)C(F)(F)F (1-Ethyl-5-methoxy-3-(trifluoromethyl)pyrazole), [N+](=O)(O)[O-] (nitric acid), ice, S(O)(O)(=O)=O (sulfuric acid), [N+](=O)(O)[O-] (nitric acid). Solvent: O (water), [OH-].[Na+] (sodium hydroxide).